This data is from the Open Reaction Database (ORD), a public repository of structured organic reaction records. The task is: describe an organic reaction: reactants, conditions, products, and yield The product is O=C1C2=C(OCC3=C1C=CC=C3)C=CC(=C2)C(=O)N (6,11-Dihydro-11-oxodibenz[b,e]oxepin-2-carboxamide). As a reaction SMILES: Cl[C:2]([C:4]1[CH:19]=[CH:18][C:7]2[O:8][CH2:9][C:10]3[CH:17]=[CH:16][CH:15]=[CH:14][C:11]=3[C:12](=[O:13])[C:6]=2[CH:5]=1)=[O:3].[NH3:20]>O1CCCC1>[O:13]=[C:12]1[C:11]2[CH:14]=[CH:15][CH:16]=[CH:17][C:10]=2[CH2:9][O:8][C:7]2[CH:18]=[CH:19][C:4]([C:2]([NH2:20])=[O:3])=[CH:5][C:6]1=2. Reported procedure: Dissolve the acid chloride from Step A in 20 ml. of dry tetrahydrofuran and add this solution dropwise with stirring to a cooled (ice-bath) saturated solution of ammonia in 60 ml. of tetrahydrofuran. Pass ammonia through the reaction mixture simultaneously for 15 minutes. Stir at room temperature for an additional 15 minutes and evaporate the reaction mixture to dryness. Add a mixture of 12 ml. of ethanol and 60 ml. of water to the residue and stir at room temperature for an additional 30 minute... Solvent: O1CCCC1 (tetrahydrofuran), O1CCCC1 (tetrahydrofuran). Starting materials: ClC(=O)C1=CC2=C(OCC3=C(C2=O)C=CC=C3)C=C1 (2-Chlorocarbonyl-6,11-dihydro-11-oxodibenz[b,e]oxepin), N (ammonia), N (ammonia). Starting materials: CCOC(=O)COc1ccc(S)cc1C, O=Cc1ccc(Cl)c(Cl)c1, [K+], [K+], O=C([O-])[O-], CN(C)C=O. Yields the product CCOC(=O)COc1ccc(Sc2ccc(C=O)cc2Cl)cc1C. As a reaction SMILES: [CH2:7]([CH3:8])[O:9][C:10]([CH2:11][O:12][c:13]1[c:14]([CH3:20])[cH:15][c:16]([SH:19])[cH:17][cH:18]1)=[O:21].[Cl:22][c:23]1[cH:24][c:25]([CH:26]=[O:27])[cH:28][cH:29][c:30]1[Cl:31].[K+:1].[K+:2].[O-:3][C:4]([O-:5])=[O:6].[O:32]=[CH:33][N:34]([CH3:35])[CH3:36]>>[CH2:7]([CH3:8])[O:9][C:10]([CH2:11][O:12][c:13]1[c:14]([CH3:20])[cH:15][c:16]([S:19][c:30]2[c:23]([Cl:22])[cH:24][c:25]([CH:26]=[O:27])[cH:28][cH:29]2)[cH:17][cH:18]1)=[O:21]. Starting materials: COC[C@@H](OC=1C=C(C=C(C1)OC1=CC=C(C=C1)S(=O)(=O)C)C1=CC=C(N1)C1=NC=C(C(=O)OCC)C=C1)C (Ethyl 6-(5-{3-[(1S)-2-methoxy-1-methylethoxy]-5-[4-(methylsulfonyl)phenoxy]phenyl}-1H-pyrrol-2-yl)nicotinate), [H-].[Al+3].[Li+].[H-].[H-].[H-] (Lithium aluminum hydride), O (water), [OH-].[Na+] (sodium hydroxide). Run in O1CCCC1 (tetrahydrofuran), O1CCCC1 (tetrahydrofuran). Reaction conditions: temperature 0 celsius, time 30 minute. Product: COC[C@@H](OC=1C=C(C=C(C1)OC1=CC=C(C=C1)S(=O)(=O)C)C1=CC=C(N1)C1=CC=C(C=N1)CO)C ([6-(5-{3-[(1S)-2-Methoxy-1-methylethoxy]-5-[4-(methylsulfonyl)phenoxy]phenyl}-1H-pyrrol-2-yl)pyridin-3-yl]methanol). The yield is 63.6%. RXN SMILES: [H-].[Al+3].[Li+].[H-].[H-].[H-].[CH3:7][O:8][CH2:9][C@H:10]([CH3:45])[O:11][C:12]1[CH:13]=[C:14]([C:29]2[NH:33][C:32]([C:34]3[CH:44]=[CH:43][C:37]([C:38](OCC)=[O:39])=[CH:36][N:35]=3)=[CH:31][CH:30]=2)[CH:15]=[C:16]([O:18][C:19]2[CH:24]=[CH:23][C:22]([S:25]([CH3:28])(=[O:27])=[O:26])=[CH:21][CH:20]=2)[CH:17]=1.O.[OH-].[Na+]>O1CCCC1>[CH3:7][O:8][CH2:9][C@H:10]([CH3:45])[O:11][C:12]1[CH:13]=[C:14]([C:29]2[NH:33][C:32]([C:34]3[N:35]=[CH:36][C:37]([CH2:38][OH:39])=[CH:43][CH:44]=3)=[CH:31][CH:30]=2)[CH:15]=[C:16]([O:18][C:19]2[CH:20]=[CH:21][C:22]([S:25]([CH3:28])(=[O:26])=[O:27])=[CH:23][CH:24]=2)[CH:17]=1 |f:0.1.2.3.4.5,8.9|. Reported procedure: Lithium aluminum hydride (12 mg, 0.316 mmol) was suspended in tetrahydrofuran (2 mL). Ethyl 6-(5-{3-[(1S)-2-methoxy-1-methylethoxy]-5-[4-(methylsulfonyl)phenoxy]phenyl}-1H-pyrrol-2-yl)nicotinate (56.0 mg, 0.102 mmol) synthesized in Example (11c) was dissolved in tetrahydrofuran (2 mL), followed by dropwise addition at 0° C. under nitrogen atmosphere. After stirring at 0° C. for 30 minutes, water (12 μL) and an aqueous sodium hydroxide solution (5M, 48 μL) were added dropwise slowly and sequentia... Starting materials: ClC=1C=C(C(=N)N)C=C(C1)I (3-chloro-5-iodo-benzamidine), ClC=1C=C(C=C(C1)I)C1=NC=2C3=C(CCC2C=N1)N=C(S3)NC(C)=O (N-[8-(3-chloro-5-iodo-phenyl)-4,5-dihydro-thiazolo[4,5-h]quinazolin-2-yl]-acetamide), FC1=C(C=C(C=C1)I)C1=NC=2C3=C(CCC2C=N1)N=C(S3)NC(C)=O (N-[8-(2-fluoro-5-iodo-phenyl)-4,5-dihydro-thiazolo[4,5-h]quinazolin-2-yl]-acetamide), FC1=C(C(=N)N)C=C(C=C1)I (2-fluoro-5-iodo-benzamidine), IC=1C=C(C(=N)N)C=CC1 (3-iodo-benzamidine), IC=1C=C(C=CC1)C1=NC=2C3=C(CCC2C=N1)N=C(S3)NC(C)=O (N-[8-(3-iodo-phenyl)-4,5-dihydro-thiazolo[4,5-h]quinazolin-2-yl]-acetamide). The product is ClC1=C(C=C(C=C1)I)C1=NC=2C3=C(CCC2C=N1)N=C(S3)NC(C)=O (N-[8-(2-chloro-5-iodo-phenyl)-4,5-dihydrothiazolo[4,5-h]quinazolin-2-yl]-acetamide). Reaction SMILES: [Cl:1]C1C=C(C=C(I)C=1)C(N)=N.FC1C=CC(I)=CC=1C(N)=N.IC1C=C(C=CC=1)C(N)=N.Cl[C:34]1[CH:35]=[C:36]([C:41]2[N:50]=[CH:49][C:48]3[CH2:47][CH2:46][C:45]4[N:51]=[C:52]([NH:54][C:55](=[O:57])[CH3:56])[S:53][C:44]=4[C:43]=3[N:42]=2)[CH:37]=[C:38]([I:40])[CH:39]=1.FC1C=CC(I)=CC=1C1N=CC2CCC3N=C(NC(=O)C)SC=3C=2N=1.IC1C=C(C2N=CC3CCC4N=C(NC(=O)C)SC=4C=3N=2)C=CC=1>>[Cl:1][C:35]1[CH:34]=[CH:39][C:38]([I:40])=[CH:37][C:36]=1[C:41]1[N:50]=[CH:49][C:48]2[CH2:47][CH2:46][C:45]3[N:51]=[C:52]([NH:54][C:55](=[O:57])[CH3:56])[S:53][C:44]=3[C:43]=2[N:42]=1. Reported procedure: The following intermediates may be prepared analogously starting from 3-chloro-5-iodo-benzamidine, 2-fluoro-5-iodo-benzamidine and 3-iodo-benzamidine: N-[8-(3-chloro-5-iodo-phenyl)-4,5-dihydro-thiazolo[4,5-h]quinazolin-2-yl]-acetamide; N-[8-(2-fluoro-5-iodo-phenyl)-4,5-dihydro-thiazolo[4,5-h]quinazolin-2-yl]-acetamide; N-[8-(3-iodo-phenyl)-4,5-dihydro-thiazolo[4,5-h]quinazolin-2-yl]-acetamide Reaction conditions: time 17 hour. RXN SMILES: [C:1](Cl)(Cl)=[O:2].[Cl:5][C:6]1[CH:20]=[CH:19][CH:18]=[CH:17][C:7]=1[O:8][CH:9]([C:11]1[S:15][C:14]([NH2:16])=[N:13][N:12]=1)[CH3:10]>C(OC(=O)C)C>[Cl:5][C:6]1[CH:20]=[CH:19][CH:18]=[CH:17][C:7]=1[O:8][CH:9]([C:11]1[S:15][C:14]([N:16]=[C:1]=[O:2])=[N:13][N:12]=1)[CH3:10]. Starting materials: C(=O)(Cl)Cl (phosgene), C(=O)(Cl)Cl (phosgene), C(=O)(Cl)Cl (phosgene), ClC1=C(OC(C)C2=NN=C(S2)N)C=CC=C1 (5-[1-(2-chlorophenoxy)ethyl]-2-amino-1,3,4-thiadiazole). Product: ClC1=C(OC(C)C2=NN=C(S2)N=C=O)C=CC=C1 (5-[1-(2-chlorophenoxy)ethyl]-1,3,4-thiadiazol-2-yl isocyanate). Run in C(C)(=O)OCC (ethyl acetate), C(C)OC(C)=O (ethylacetate). Reported procedure: A 300 milliliter, 3-neck flask equipped with a magnetic stirrer, thermometer, dry ice condenser/drying tube and inlet from a phosgene (COCl2) tank via a calibrated rotometer was charged with 50 milliliters of ethyl acetate saturated with phosgene at 20° C. (approximately 0.5 mole of phosgene). An additional 100 milliliters of ethylacetate was added; 9.8 grams of 5-[1-(2-chlorophenoxy)ethyl]-2-amino-1,3,4-thiadiazole (prepared above) at a temperature from 0° C. to room temperature was added. The ... The reactants are CCC1C=C(C)CC(C)CC(OC)C2OC(O)(C(=O)C(=O)N3CCCCC3C(=O)OC(C(C)=CC3CCC(N=[N+]=[N-])C(O)C3)C(C)C(O)CC1=O)C(C)CC2OC, Cc1ccccc1, c1ccc(P(c2ccccc2)c2ccccc2)cc1. Reaction SMILES: [CH2:1]([CH3:2])[CH:3]1[C:4](=[O:57])[CH2:5][CH:6]([OH:56])[CH:7]([CH3:55])[CH:8]([C:42](=[CH:43][CH:44]2[CH2:45][CH:46]([OH:53])[CH:47]([N:50]=[N+:51]=[N-:52])[CH2:48][CH2:49]2)[CH3:54])[O:9][C:10](=[O:41])[CH:11]2[CH2:12][CH2:13][CH2:14][CH2:15][N:16]2[C:17](=[O:40])[C:18](=[O:39])[C:19]2([OH:38])[CH:20]([CH3:37])[CH2:21][CH:22]([O:35][CH3:36])[CH:23]([CH:24]([O:32][CH3:33])[CH2:25][CH:26]([CH3:31])[CH2:27][C:28]([CH3:30])=[CH:29]1)[O:34]2.[CH3:77][c:78]1[cH:79][cH:80][cH:81][cH:82][cH:83]1.[c:58]1([P:59]([c:60]2[cH:61][cH:62][cH:63][cH:64][cH:65]2)[c:66]2[cH:67][cH:68][cH:69][cH:70][cH:71]2)[cH:72][cH:73][cH:74][cH:75][cH:76]1>>[CH2:1]([CH3:2])[CH:3]1[C:4](=[O:57])[CH2:5][CH:6]([OH:56])[CH:7]([CH3:55])[CH:8]([C:42](=[CH:43][CH:44]2[CH2:45][CH:46]([OH:53])[CH:47]([NH2:50])[CH2:48][CH2:49]2)[CH3:54])[O:9][C:10](=[O:41])[CH:11]2[CH2:12][CH2:13][CH2:14][CH2:15][N:16]2[C:17](=[O:40])[C:18](=[O:39])[C:19]2([OH:38])[CH:20]([CH3:37])[CH2:21][CH:22]([O:35][CH3:36])[CH:23]([CH:24]([O:32][CH3:33])[CH2:25][CH:26]([CH3:31])[CH2:27][C:28]([CH3:30])=[CH:29]1)[O:34]2. Product: CCC1C=C(C)CC(C)CC(OC)C2OC(O)(C(=O)C(=O)N3CCCCC3C(=O)OC(C(C)=CC3CCC(N)C(O)C3)C(C)C(O)CC1=O)C(C)CC2OC. Conditions: temperature 0 celsius, time 30 minute. As a reaction SMILES: [F:1][C:2]1[CH:3]=[C:4]([C:8]2[N:18]3[C:19]4[N:11]([C:12](=S)[NH:13][C:14](=[O:20])[C:15]=4[CH:16]=[N:17]3)[CH2:10][CH:9]=2)[CH:5]=[CH:6][CH:7]=1.[OH-].[Na+].OO.[CH2:26]([NH2:30])[CH:27]([CH3:29])[CH3:28]>CN(C)C=O>[F:1][C:2]1[CH:3]=[C:4]([C:8]2[N:18]3[C:19]4[N:11]([C:12]([NH:30][CH2:26][CH:27]([CH3:29])[CH3:28])=[N:13][C:14](=[O:20])[C:15]=4[CH:16]=[N:17]3)[CH2:10][CH:9]=2)[CH:5]=[CH:6][CH:7]=1 |f:1.2|. Yields the product FC=1C=C(C=CC1)C1=CCN2C(=NC(C=3C=NN1C32)=O)NCC(C)C (8-(3-Fluorophenyl)-5-[(2-methylpropyl)amino]-3H,6H-1,4,5a,8a-tetraazaacenaphthylen-3-one). Starting materials: FC=1C=C(C=CC1)C1=CCN2C(NC(C=3C=NN1C32)=O)=S (8-(3-Fluorophenyl)-4,5-dihydro-5-thioxo-3H,6H-1,4,5a,8a-tetraazaacenaphthylen-3-one), [OH-].[Na+] (sodium hydroxide), C(C(C)C)N (isobutylamine), OO (hydrogen peroxide). Reported procedure: To a solution or 3.00 g of 8-(3-fluorophenyl)-4,5-dihydro-5-thioxo-3H,6H-1,4,5a,8a-tetraazaacenaphthylen-3-one (Example 10) in 60.0 ml of N,N-dimethylformamide was added 10 ml of 1N sodium hydroxide. The reaction mixture was cooled to 0° C. in an ice bath, then 3.40 ml of 30% hydrogen peroxide was added to the mixture dropwise. The reaction mixture was stirred at 0° C. for 30 minutes, then 6.0 ml of isobutylamine was added in one portion and the mixture was allowed to warm to room temperature, t... Solvent: CN(C=O)C (N,N-dimethylformamide).